Dataset: the Open Reaction Database (ORD), a public repository of structured organic reaction records. Task: describe an organic reaction: reactants, conditions, products, and yield The reactants are ( E )-, C(C)(C)(C)OC(=O)N1[C@@H](C[C@H](C1)SCC1=CC=C(C=C1)OC)\C=C/C(=O)OCC ((Z)-(2S,4R)-2-(2-Ethoxycarbonyl-vinyl)-4-(4-methoxy-benzylsulfanyl)-pyrrolidine-1-carboxylic acid tert-butyl ester), [Mg] (magnesium). Run in CO (MeOH). Product: C(C)(C)(C)OC(=O)N1[C@@H](C[C@H](C1)SCC1=CC=C(C=C1)OC)CCC(=O)OC ((2R,4R)-4-(4-Methoxy-benzylsulfanyl)-2-(2-methoxycarbonyl-ethyl)-pyrrolidine-1-carboxylic acid tert-butyl ester). Reaction SMILES: [C:1]([O:5][C:6]([N:8]1[CH2:12][C@H:11]([S:13][CH2:14][C:15]2[CH:20]=[CH:19][C:18]([O:21][CH3:22])=[CH:17][CH:16]=2)[CH2:10][C@H:9]1/[CH:23]=[CH:24]\[C:25]([O:27][CH2:28]C)=[O:26])=[O:7])([CH3:4])([CH3:3])[CH3:2].[Mg]>CO>[C:1]([O:5][C:6]([N:8]1[CH2:12][C@H:11]([S:13][CH2:14][C:15]2[CH:16]=[CH:17][C:18]([O:21][CH3:22])=[CH:19][CH:20]=2)[CH2:10][C@H:9]1[CH2:23][CH2:24][C:25]([O:27][CH3:28])=[O:26])=[O:7])([CH3:4])([CH3:3])[CH3:2]. Procedure: 3.78 g (9 mmol, 1eq) (E)- and/or (Z)-(2S,4R)-2-(2-Ethoxycarbonyl-vinyl)-4-(4-methoxy-benzylsulfanyl)-pyrrolidine-1-carboxylic acid tert-butyl ester in 42 ml MeOH were treated with 1.32 g (54 mmol, 6 eq) magnesium at RT for 5 h. The solvent was evaporated, the crude product dissolved in EtOAc and filtered from the solid particles. This process was repeated, the solvent evaporated yielding 3.67 g (quant) (2R,4R)-4-(4-Methoxy-benzylsulfanyl)-2-(2-methoxycarbonyl-ethyl)-pyrrolidine-1-carboxylic acid... Starting materials: C(N)(=S)C=1C(=CC(=C(C(=O)OC)C1)C)C (methyl 5-carbamothioyl-2,4-dimethylbenzoate), C(N)(=S)C=1C(=CC(=C(C(=O)OC)C1)C)C (methyl 5-carbamothioyl-2,4-dimethylbenzoate), CI (CH3I). Solvent: O1CCCC1 (tetrahydrofuran). Reaction conditions: temperature 25 celsius, time 8 hour. Yields the product N=C(C=1C(=CC(=C(C(=O)OC)C1)C)C)SC (Methyl 5-(imino(methylthio)methyl)-2,4-dimethylbenzoate). RXN SMILES: [C:1]([C:4]1[C:5]([CH3:15])=[CH:6][C:7]([CH3:14])=[C:8]([CH:13]=1)[C:9]([O:11][CH3:12])=[O:10])(=[S:3])[NH2:2].[CH3:16]I>O1CCCC1>[NH:2]=[C:1]([S:3][CH3:16])[C:4]1[C:5]([CH3:15])=[CH:6][C:7]([CH3:14])=[C:8]([CH:13]=1)[C:9]([O:11][CH3:12])=[O:10]. Procedure details: To a solution of methyl 5-carbamothioyl-2,4-dimethylbenzoate (compound 130.1, 3.10 g, 12.5 mmol, 1.00 equiv, 90%) in tetrahydrofuran (30 mL) was added CH3I (3.95 g, 27.8 mmol, 2.00 equiv) and the resulting mixture was stirred overnight at 25° C. The organic layer was washed with 2×30 mL of Na2S2O4 (aq.) and 1×30 mL of brine, dried over anhydrous sodium sulfate, and concentrated in vacuo. This resulted in 2.10 g (64%) of methyl 5-(imino(methylthio)methyl)-2,4-dimethylbenzoate as a yellow oil.